This data is from the Open Reaction Database (ORD), a public repository of structured organic reaction records. The task is: describe an organic reaction: reactants, conditions, products, and yield Starting materials: CC(C)=C (isobutylene), O=[O+][O-] (ozone). The product is CC1(C)CO1 (isobutylene oxide), CC(C)=C (isobutylene). As a reaction SMILES: [CH3:1][C:2](=[CH2:4])[CH3:3].[O:5]=[O+][O-]>>[CH3:4][C:2]1([O:5][CH2:3]1)[CH3:1].[CH3:3][C:2](=[CH2:1])[CH3:4]. Reported procedure: A stream of renewable isobutylene (95% from a dehydration reactor fed renewable isobutanol), is heated to 350° C. at 0.25 atm in the presence of 0.4 equivalents of ozone to produce a stream of 1 part isobutylene oxide and 2 parts isobutylene. The stream is partially cooled and fed through a flow reactor charged with niobic acid catalyst at a rate of 40-60 g/hr at 225° C. Enough pressure (600 psi) is applied to keep the reactants in the liquid phase. The excess gas collected is primarily isobutyl... Run at temperature 20 celsius, time 16 hour. Procedure: 220 μl of acetone cyanohydrin and 200 μl of 4-amino 1-butanol were mixed together with stirring for 16 hours at 20° C. and then was diluted with 2 ml of methylene chloride, dried, filtered and the filtrate was concentrated under reduced pressure to obtain the propanonitrile which was used as is for the following stage. The product is OCCCCNC(C#N)(C)C (2-(4-hydroxybutylamino) 2-methylpropano-nitrile). Starting materials: CC(C#N)(O)C (acetone cyanohydrin), NCCCCO (4-amino 1-butanol). The solvent is C(Cl)Cl (methylene chloride). As a reaction SMILES: [CH3:1][C:2]([CH3:6])(O)[C:3]#[N:4].[NH2:7][CH2:8][CH2:9][CH2:10][CH2:11][OH:12]>C(Cl)Cl>[OH:12][CH2:11][CH2:10][CH2:9][CH2:8][NH:7][C:2]([CH3:6])([CH3:1])[C:3]#[N:4]. The reactants are CCOC(=O)c1[nH]c2ccccc2c1Br, O=C([O-])[O-], CC(C)=O, [K+], [K+], O, CCOC(=O)CS. Yields the product CCOC(=O)CSc1c(C(=O)OCC)[nH]c2ccccc12. RXN SMILES: [Br:1][c:2]1[c:3]([C:11](=[O:12])[O:13][CH2:14][CH3:15])[nH:4][c:5]2[cH:6][cH:7][cH:8][cH:9][c:10]12.[C:23](=[O:24])([O-:25])[O-:26].[CH3:30][C:31](=[O:32])[CH3:33].[K+:27].[K+:28].[OH2:29].[SH:16][CH2:17][C:18](=[O:19])[O:20][CH2:21][CH3:22]>>[c:2]1([S:16][CH2:17][C:18](=[O:19])[O:20][CH2:21][CH3:22])[c:3]([C:11](=[O:12])[O:13][CH2:14][CH3:15])[nH:4][c:5]2[cH:6][cH:7][cH:8][cH:9][c:10]12. Starting materials: C(C)(=O)O[C@H]1[C@H](OC2=C(C=CC=C2)CC2=CC=C(C=C2)\C=C\C(=O)OCC)O[C@@H]([C@H]([C@@H]1OC(C)=O)OC(C)=O)COC(C)=O ((E)-2-[4-(2-ethoxycarbonylvinyl)benzyl]phenyl 2,3,4,6-tetra-O-acetyl-β-D-glucopyranoside), C[O-].[Na+] (sodium methoxide). Run in CO (methanol). Conditions: time 30 minute. Yields the product O([C@H]1[C@H](O)[C@@H](O)[C@H](O)[C@H](O1)CO)C1=C(C=CC=C1)CC1=CC=C(C=C1)\C=C\C(=O)OCC ((E)-2-[4-(2-ethoxycarbonylvinyl)benzyl]phenyl β-D-glucopyranoside). The yield is 92.9%. RXN SMILES: C([O:4][C@@H:5]1[C@@H:31]([O:32]C(=O)C)[C@H:30]([O:36]C(=O)C)[C@@H:29]([CH2:40][O:41]C(=O)C)[O:28][C@H:6]1[O:7][C:8]1[CH:13]=[CH:12][CH:11]=[CH:10][C:9]=1[CH2:14][C:15]1[CH:20]=[CH:19][C:18](/[CH:21]=[CH:22]/[C:23]([O:25][CH2:26][CH3:27])=[O:24])=[CH:17][CH:16]=1)(=O)C.C[O-].[Na+]>CO>[O:7]([C:8]1[CH:13]=[CH:12][CH:11]=[CH:10][C:9]=1[CH2:14][C:15]1[CH:16]=[CH:17][C:18](/[CH:21]=[CH:22]/[C:23]([O:25][CH2:26][CH3:27])=[O:24])=[CH:19][CH:20]=1)[C@@H:6]1[O:28][C@H:29]([CH2:40][OH:41])[C@@H:30]([OH:36])[C@H:31]([OH:32])[C@H:5]1[OH:4] |f:1.2|. Reported procedure: To a suspension of ethyl (E)-3-[4-(2-hydroxybenzyl)phenyl]acrylate (0.34 g) and 1,2,3,4,6-penta-O-acetyl-β-D-glucopyranose (1.4 g) in dichloromethane (3 mL) and toluene (9 ml) was added boron trifluoride-diethyl ether complex (0.45 mL), and the mixture was stirred at room temperature overnight. The reaction mixture was concentrated under reduced pressure, and the residue was purified by column chromatography on silica gel (eluent: hexane/ethylacetate=4/1) to give (E)-2-[4-(2-ethoxycarbonylvinyl)... Starting materials: CSC1=NC(=C2C(N1)=NC(=C2)CC)Cl (2-(methylthio)-4-chloro-6-ethyl-1H-pyrrolo[2,3-d]pyrimidine), FC=1C=C(CBr)C=CC1 (3-fluorobenzyl bromide), [H-].[Na+] (sodium hydride). The solvent is O1CCCC1 (tetrahydrofuran), O1CCCC1 (THF). Run at time 16 hour. The product is CSC=1N=C(C2=C(N1)N(C(=C2)CC)CC2=CC(=CC=C2)F)Cl (2-(methylthio)-4-chloro-6-ethyl-7-[(3-fluorophenyl)methyl]-7H-pyrrolo[2,3-d]pyrimidine). Yield: 87.3%. As a reaction SMILES: [CH3:1][S:2][C:3]1[NH:8][C:7]2=[N:9][C:10]([CH2:12][CH3:13])=[CH:11][C:6]2=[C:5]([Cl:14])[N:4]=1.[F:15][C:16]1[CH:17]=[C:18]([CH:21]=[CH:22][CH:23]=1)[CH2:19]Br.[H-].[Na+]>O1CCCC1>[CH3:1][S:2][C:3]1[N:4]=[C:5]([Cl:14])[C:6]2[CH:11]=[C:10]([CH2:12][CH3:13])[N:9]([CH2:19][C:18]3[CH:21]=[CH:22][CH:23]=[C:16]([F:15])[CH:17]=3)[C:7]=2[N:8]=1 |f:2.3|. Procedure details: A solution of 300 mg (1.31 mmol) of 2-(methylthio)-4-chloro-6-ethyl-1H-pyrrolo[2,3-d]pyrimidine in 10 mL of tetrahydrofuran (THF) was added to a 0° C. slurry of 377 mg (1.97 mmol) of 3-fluorobenzyl bromide and 55 mg (2.30 mmol) of sodium hydride in 10 mL of THF. The reaction was allowed to warm to ambient temperature and stirred for 16 hours. The reaction was quenched by the addition of 15 mL of brine. The organic phase was dried with sodium sulfate and concentrated to an oil. The product precip... The reactants are ClC1=C(NC2=NC(=NC(=C2[N+](=O)[O-])OC)Cl)C=C(C(=C1)OC)OCC1=C(C(=CC=C1OC)F)F (2-chloro-N-(2-chloro-6-methoxy-5-nitropyrimidin-4-yl)-5-(2,3-difluoro-6-methoxybenzyloxy)-4-methoxyaniline), C1(C=2C(C(N1)=O)=CC=CC2)=O.[K] (potassium phthalimide), Cl (hydrochloric acid). Run in CN1C(CCC1)=O (1-methyl-2-pyrrolidone). Run at temperature 65 celsius, time 2 hour. The product is 2-chloro-N-[6-methoxy-5-nitropyrimidin-2-(1,3-dioxo-1,3-dihydroisoindol-2-yl)-4-yl]-difluoro-6-methoxybenzyloxy, COC1=CC=C(N)C=C1 (4-methoxyaniline). Isolated yield 330.9%. Reaction SMILES: Cl[C:2]1[CH:20]=[C:19]([O:21][CH3:22])[C:18](OCC2C(OC)=CC=C(F)C=2F)=[CH:17][C:3]=1[NH:4]C1C([N+]([O-])=O)=C(OC)N=C(Cl)N=1.C1(=O)NC(=O)C2=CC=CC=C12.[K].Cl>CN1CCCC1=O>[CH3:22][O:21][C:19]1[CH:20]=[CH:2][C:3]([NH2:4])=[CH:17][CH:18]=1 |f:1.2,^1:45|. Procedure: To a solution of 2-chloro-N-(2-chloro-6-methoxy-5-nitropyrimidin-4-yl)-5-(2,3-difluoro-6-methoxybenzyloxy)-4-methoxyaniline (0.33 g) in 1-methyl-2-pyrrolidone (5 mL) was added potassium phthalimide (0.26 g), and the mixture was stirred at 65° C. for 2 hours. The reaction mixture was poured into 0.5 mol/L hydrochloric acid, and the resulting mixture was extracted with ethyl acetate. The extract was washed with water and brine, and dried over anhydrous sodium sulfate, and the solvent was removed u... Starting materials: N(C1=CC=CC=C1)C1=NC(=NC=C1Br)Cl (4-anilino-5-bromo-2-chloropyrimidine), OC(COC1=CC=C(N)C=C1)(CNC(C)C)C (4-[2-hydroxy-2-methyl-3-(isopropyl amino)propoxy]aniline). Yields the product N(C1=CC=CC=C1)C1=NC(=NC=C1Br)NC1=CC=C(C=C1)OCC(CNC(C)C)(C)O (4-Anilino-5-bromo-2-{4-[2-hydroxy-2-methyl-3-(isopropylamino)propoxy]anilino}pyrimidine). As a reaction SMILES: [NH:1]([C:8]1[C:13]([Br:14])=[CH:12][N:11]=[C:10](Cl)[N:9]=1)[C:2]1[CH:7]=[CH:6][CH:5]=[CH:4][CH:3]=1.[OH:16][C:17]([CH3:32])([CH2:27][NH:28][CH:29]([CH3:31])[CH3:30])[CH2:18][O:19][C:20]1[CH:26]=[CH:25][C:23]([NH2:24])=[CH:22][CH:21]=1>>[NH:1]([C:8]1[C:13]([Br:14])=[CH:12][N:11]=[C:10]([NH:24][C:23]2[CH:25]=[CH:26][C:20]([O:19][CH2:18][C:17]([OH:16])([CH3:32])[CH2:27][NH:28][CH:29]([CH3:30])[CH3:31])=[CH:21][CH:22]=2)[N:9]=1)[C:2]1[CH:7]=[CH:6][CH:5]=[CH:4][CH:3]=1. Procedure: Using an analogous method to that described in Example 1, but starting from 4-anilino-5-bromo-2-chloropyrimidine (Method 13) and 4-[2-hydroxy-2-methyl-3-(isopropyl amino)propoxy]aniline (Method 118), the product was obtained. MS (MH+): 486, 488; HPLC (RT): 4.26.